From a dataset of the Open Reaction Database (ORD), a public repository of structured organic reaction records. describe an organic reaction: reactants, conditions, products, and yield The reactants are O=C(n1ccnc1)n1ccnc1, Cl, Cl, C1CCOC1, O, O=C(O)c1ccccc1, NCCCn1ccnc1. Yields the product O=C(NCCCn1ccnc1)c1ccccc1. Reaction SMILES: [C:10]([n:11]1[cH:12][cH:13][n:14][cH:15]1)([n:16]1[cH:17][cH:18][n:19][cH:20]1)=[O:21].[ClH:27].[ClH:28].[O:22]1[CH2:23][CH2:24][CH2:25][CH2:26]1.[OH2:38].[OH:1][C:2](=[O:3])[c:4]1[cH:5][cH:6][cH:7][cH:8][cH:9]1.[n:29]1([CH2:34][CH2:35][CH2:36][NH2:37])[cH:30][n:31][cH:32][cH:33]1>>[C:2](=[O:3])([c:4]1[cH:5][cH:6][cH:7][cH:8][cH:9]1)[NH:37][CH2:36][CH2:35][CH2:34][n:29]1[cH:30][n:31][cH:32][cH:33]1. Starting materials: [O-]C1=CC=CC=C1.[K+] (potassium phenoxide), ClC1=C(C=C(C=C1)C(F)(F)F)C(F)(F)F (4-chloro-α,α,α,α',α',α'-hexafluoro-m-xylene), C1=CC=CC=C1 (benzene), CCCCCC (hexane). Run in S1(=O)(=O)CCCC1 (sulfolane). Yields the product FC(C1=C(C=CC(=C1)C(F)(F)F)C1=C(C=CC=C1)OC1=C(C=CC=C1)C1=C(C=C(C=C1)C(F)(F)F)C(F)(F)F)(F)F (α,α,α,α',α',α'-hexafluoro-2,4-xylylphenyl ether). Yield: 73.0%. As a reaction SMILES: [O-:1][C:2]1[CH:7]=[CH:6][CH:5]=[CH:4][CH:3]=1.[K+].Cl[C:10]1[CH:15]=[CH:14][C:13]([C:16]([F:19])([F:18])[F:17])=[CH:12][C:11]=1[C:20]([F:23])([F:22])[F:21].[CH:24]1[CH:29]=[CH:28][CH:27]=[CH:26][CH:25]=1.[CH3:30][CH2:31][CH2:32][CH2:33][CH2:34][CH3:35]>S1(CCCC1)(=O)=O>[F:21][C:20]([F:23])([F:22])[C:11]1[CH:12]=[C:13]([C:16]([F:19])([F:18])[F:17])[CH:14]=[CH:15][C:10]=1[C:3]1[CH:4]=[CH:5][CH:6]=[CH:7][C:2]=1[O:1][C:24]1[CH:29]=[CH:28][CH:27]=[CH:26][C:25]=1[C:32]1[CH:31]=[CH:30][C:35]([C:16]([F:19])([F:18])[F:17])=[CH:34][C:33]=1[C:20]([F:23])([F:22])[F:21] |f:0.1|. Procedure: A solution of potassium phenoxide (15.0 g. 0.1 m) and 4-chloro-α,α,α,α',α',α'-hexafluoro-m-xylene in sulfolane (50 ml.) is heated 60 hours at 140°-160° C. The solution is cooled and benzene (400 ml.) and hexane (250 ml.) are added and the solution washed twice with water (1 liter, 500 ml.), twice with 10% sodium carbonate solution (~200 ml. each), and water, dried, filtered through activated silica gel (18 25 g.), the solvents removed, and the residue distilled to give α,α,α,α',α',α'-hexafluoro-... The product is CCCCOCCOc1ccc(-c2ccc3c(c2)C=C(C(=O)Nc2ccc(S(=O)Cc4cccnc4C)nc2)CCN3CC(C)C)cc1. Reactants: CCCCOCCOc1ccc(-c2ccc3c(c2)C=C(C(=O)Nc2ccc(SCc4cccnc4C)nc2)CCN3CC(C)C)cc1, ClCCl, O=C(OO)c1cccc(Cl)c1, [Na+], [Na+], O=S([O-])([O-])=S. RXN SMILES: [CH2:1]([CH2:2][CH2:3][CH3:4])[O:5][CH2:6][CH2:7][O:8][c:9]1[cH:10][cH:11][c:12](-[c:15]2[cH:16][cH:17][c:18]3[c:19]([cH:47]2)[CH:20]=[C:21]([C:29](=[O:30])[NH:31][c:32]2[cH:33][n:34][c:35]([S:38][CH2:39][c:40]4[c:41]([CH3:46])[n:42][cH:43][cH:44][cH:45]4)[cH:36][cH:37]2)[CH2:22][CH2:23][N:24]3[CH2:25][CH:26]([CH3:27])[CH3:28])[cH:13][cH:14]1.[CH2:66]([Cl:67])[Cl:68].[Cl:48][c:49]1[cH:50][cH:51][cH:52][c:53]([C:54]([O:55][OH:57])=[O:56])[cH:58]1.[Na+:64].[Na+:65].[S:59]([O-:60])([O-:61])(=[O:62])=[S:63]>>[CH2:1]([CH2:2][CH2:3][CH3:4])[O:5][CH2:6][CH2:7][O:8][c:9]1[cH:10][cH:11][c:12](-[c:15]2[cH:16][cH:17][c:18]3[c:19]([cH:47]2)[CH:20]=[C:21]([C:29](=[O:30])[NH:31][c:32]2[cH:33][n:34][c:35]([S:38]([CH2:39][c:40]4[c:41]([CH3:46])[n:42][cH:43][cH:44][cH:45]4)=[O:56])[cH:36][cH:37]2)[CH2:22][CH2:23][N:24]3[CH2:25][CH:26]([CH3:27])[CH3:28])[cH:13][cH:14]1. Reactants: COC(C1=CN=C(C(=C1)NC(C1=CC=C(C=C1)[N+](=O)[O-])=O)N)=O (6-Amino-5-(4-nitro-benzoylamino)-nicotinic acid methyl ester), O (H2O). Reagents/catalysts: Cl (HCl). The solvent is C(CO)O (ethylene glycol), C(Cl)Cl.CO (DCM MeOH). Yields the product [N+](=O)([O-])C1=CC=C(C=C1)C=1NC=2C(=NC=C(C2)C(=O)O)N1 (2-(4-Nitro-phenyl)-1H-imidazo[4,5-b]pyridine-6-carboxylic acid). Reaction SMILES: C[O:2][C:3](=[O:23])[C:4]1[CH:9]=[C:8]([NH:10][C:11](=O)[C:12]2[CH:17]=[CH:16][C:15]([N+:18]([O-:20])=[O:19])=[CH:14][CH:13]=2)[C:7]([NH2:22])=[N:6][CH:5]=1.O>C(O)CO.Cl.C(Cl)Cl.CO>[N+:18]([C:15]1[CH:16]=[CH:17][C:12]([C:11]2[NH:10][C:8]3[C:7]([N:22]=2)=[N:6][CH:5]=[C:4]([C:3]([OH:2])=[O:23])[CH:9]=3)=[CH:13][CH:14]=1)([O-:20])=[O:19] |f:4.5|. Procedure details: To a suspension of 6-Amino-5-(4-nitro-benzoylamino)-nicotinic acid methyl ester (5) (4.05 g, 13 mmol) in ethylene glycol (300 ml) was added conc. HCl (20 drops) and the mixture heated at 160 C for 5 h. TLC in DCM/MeOH (19:1) indicates the absence of starting material. The solution was cooled and poured into H2O and the solid collected by filtration and air-dried. 1H NMR (500 MHz, DMSO-d6) δ14.08 (br s, 1H), 8.97 (s, 1H), 8.51 (br s, 1H), 8.49 (d, J=8.7 Hz, 2H), 8.43 (d, J=8.7 Hz, 2H), 3.92 (s, 3... Starting materials: CCCCc1nc(C)n(-c2cccc(C(C)O[Si](C)(C)C(C)(C)C)c2)c(=O)c1Cc1ccc(-c2ccccc2-c2noc(=O)[nH]2)cc1, CCCC[N+](CCCC)(CCCC)CCCC, CCOC(C)=O, [F-], C1CCOC1, O. Yields the product CCCCc1nc(C)n(-c2cccc(C(C)O)c2)c(=O)c1Cc1ccc(-c2ccccc2-c2noc(=O)[nH]2)cc1. RXN SMILES: [CH2:1]([CH2:2][CH2:3][CH3:4])[c:5]1[c:6]([CH2:29][c:30]2[cH:31][cH:32][c:33](-[c:36]3[c:37](-[c:42]4[n:43][o:44][c:45](=[O:47])[nH:46]4)[cH:38][cH:39][cH:40][cH:41]3)[cH:34][cH:35]2)[c:7](=[O:28])[n:8](-[c:12]2[cH:13][c:14]([CH:18]([CH3:19])[O:20][Si:21]([C:22]([CH3:23])([CH3:24])[CH3:25])([CH3:26])[CH3:27])[cH:15][cH:16][cH:17]2)[c:9]([CH3:11])[n:10]1.[CH3:49][CH2:50][CH2:51][CH2:52][N+:53]([CH2:54][CH2:55][CH2:56][CH3:57])([CH2:58][CH2:59][CH2:60][CH3:61])[CH2:62][CH2:63][CH2:64][CH3:65].[CH3:66][CH2:67][O:68][C:69](=[O:70])[CH3:71].[F-:48].[O:73]1[CH2:74][CH2:75][CH2:76][CH2:77]1.[OH2:72]>>[CH2:1]([CH2:2][CH2:3][CH3:4])[c:5]1[c:6]([CH2:29][c:30]2[cH:31][cH:32][c:33](-[c:36]3[c:37](-[c:42]4[n:43][o:44][c:45](=[O:47])[nH:46]4)[cH:38][cH:39][cH:40][cH:41]3)[cH:34][cH:35]2)[c:7](=[O:28])[n:8](-[c:12]2[cH:13][c:14]([CH:18]([CH3:19])[OH:20])[cH:15][cH:16][cH:17]2)[c:9]([CH3:11])[n:10]1. Reactants: ClCCC1=C(N=C(O1)C)C1=CC=CC=C1 (5-(2-chloroethyl)-2-methyl-4-phenyloxazole), [I-].[Na+] (sodium iodide). Run in C(C)C(=O)C (methyl ethyl ketone). Conditions: time 20 hour. The product is ICCC1=C(N=C(O1)C)C1=CC=CC=C1 (5-(2-iodoethyl)-2-methyl-4-phenyloxazole). Reaction SMILES: Cl[CH2:2][CH2:3][C:4]1[O:8][C:7]([CH3:9])=[N:6][C:5]=1[C:10]1[CH:15]=[CH:14][CH:13]=[CH:12][CH:11]=1.[I-:16].[Na+]>C(C(C)=O)C>[I:16][CH2:2][CH2:3][C:4]1[O:8][C:7]([CH3:9])=[N:6][C:5]=1[C:10]1[CH:15]=[CH:14][CH:13]=[CH:12][CH:11]=1 |f:1.2|. Procedure: A mixture of 5-(2-chloroethyl)-2-methyl-4-phenyloxazole (9.8 g), sodium iodide (9.9 g) and methyl ethyl ketone (150 ml) was refluxed with stirring for 20 hours. The solvent was distilled off and the residue was diluted with water and extracted with ethyl ether. The ethyl ether layer was washed with water and dried over anhydrous magnesium sulfate. The solvent was then distilled off to give an oil of 5-(2-iodoethyl)-2-methyl-4-phenyloxazole, yield 11.5 g (82.9%). RXN SMILES: [C:20](=[O:21])([O-:22])[O-:23].[CH3:27][I:28].[CH3:29][N:30]([CH3:31])[CH:32]=[O:33].[Cl:1][c:2]1[cH:3][c:4]2[c:5](-[c:14]3[cH:15][cH:16][cH:17][cH:18][cH:19]3)[n+:6]([O-:13])[c:7](=[O:12])[nH:8][c:9]2[cH:10][cH:11]1.[K+:24].[K+:25].[K:26]>>[Cl:1][c:2]1[cH:3][c:4]2[c:5](-[c:14]3[cH:15][cH:16][cH:17][cH:18][cH:19]3)[n+:6]([O-:13])[c:7](=[O:12])[n:8]([CH3:20])[c:9]2[cH:10][cH:11]1. Starting materials: O=C([O-])[O-], CI, CN(C)C=O, O=c1[nH]c2ccc(Cl)cc2c(-c2ccccc2)[n+]1[O-], [K+], [K+], [K]. The product is Cn1c(=O)[n+]([O-])c(-c2ccccc2)c2cc(Cl)ccc21. Reactants: COC=1C=C(C=C(C1OC)OC)C(C#C)=O (1-(3,4,5-Trimethoxyphenyl)prop-2-yn-1-one), [OH-].[K+] (potassium hydroxide), C([O-])(O)=O.[K+] (potassium bicarbonate), C([O-])(O)=O.[K+] (Potassium bicarbonate), NOS(=O)(=O)O (hydroxylamine-O-sulfonic acid), COC=1N=NC=CC1 (3-methoxypyridazine). Solvent: C(Cl)Cl (CH2Cl2). Conditions: temperature 70 celsius, time 2 hour. The product is COC=1C=CC=2N(N1)N=CC2C(=O)C2=CC(=C(C(=C2)OC)OC)OC ((6-methoxy-pyrazolo[1,5-b]pyridazin-3-yl)-(3,4,5-trimethoxy-phenyl)-methanone). The yield is 47.5%. RXN SMILES: C(=O)(O)[O-].[K+].[NH2:6]OS(O)(=O)=O.[CH3:12][O:13][C:14]1[N:15]=[N:16][CH:17]=[CH:18][CH:19]=1.[CH3:20][O:21][C:22]1[CH:23]=[C:24]([C:32](=[O:35])[C:33]#[CH:34])[CH:25]=[C:26]([O:30][CH3:31])[C:27]=1[O:28][CH3:29].[OH-].[K+]>C(Cl)Cl>[CH3:12][O:13][C:14]1[CH:19]=[CH:18][C:17]2[N:16]([N:6]=[CH:34][C:33]=2[C:32]([C:24]2[CH:25]=[C:26]([O:30][CH3:31])[C:27]([O:28][CH3:29])=[C:22]([O:21][CH3:20])[CH:23]=2)=[O:35])[N:15]=1 |f:0.1,5.6|. Procedure: Potassium bicarbonate (2.5 M) was added to a solution of hydroxylamine-O-sulfonic acid (64.7 mg, 0.57 mmol) until the pH value turned to 5. Then, 3-methoxypyridazine (42 mg, 0.38 mmol) was added at 70° C. over 10 min. The mixture was stirred at 70° C. for 2 h and then cooled to room temperature. The pH value of the mixture was adjusted to 8 by addition of 2.5M potassium bicarbonate. 1-(3,4,5-Trimethoxyphenyl)prop-2-yn-1-one (42 mg, 0.19 mmol) in CH2Cl2 (10 mL) and potassium hydroxide (40 mg, 0.7...